Dataset: the Open Reaction Database (ORD), a public repository of structured organic reaction records. Task: describe an organic reaction: reactants, conditions, products, and yield Reactants: CI (methyl iodide), C1=CC=C(C(=O)C=C1)O (tropolone), C([O-])([O-])=O.[K+].[K+] (potassium carbonate), C1CCC2C(C1)OCCOCCOC3CCCCC3OCCOCCO2 (dicyclohexyl-18-crown-6). Solvent: C(C)#N (acetonitrile). The product is COC1=CC=CC=CC1=O (2-methoxytropone). Yield: 91.8%. Reaction SMILES: [CH:1]1[CH:8]=[CH:7][C:5](=[O:6])[C:4]([OH:9])=[CH:3][CH:2]=1.[C:10](=O)([O-])[O-].[K+].[K+].C1CC2OCCOCCOC3C(OCCOCCOC2CC1)CCCC3.CI>C(#N)C>[CH3:10][O:6][C:5]1[C:4](=[O:9])[CH:3]=[CH:2][CH:1]=[CH:8][CH:7]=1 |f:1.2.3|. Reported procedure: To the mixture of 20 g (0.16 mol) of tropolone (2-hydroxy-2,4,6-cycloheptatrienone), 68 g (0.48 mol) of anhydrous potassium carbonate, 6.1 g (0.016 mol) of dicyclohexyl-18-crown-6 and 750 ml of acetonitrile were added 117 g (0.8 mol) of methyl iodide with stirring. After stirred under reflux for 10 hours, the reaction mixture was filtered. The filtrate was concentrated under reduced pressure, and the residue was dissolved in dichloromethane. After washing with 13.8% aqueous solution of potassium... The reactants are C(O)CN (Ethanolamine), ClC1=C(C(=O)NCC23CC4CC(CC(C2)C4)C3)C=C(C=C1)CCCOS(=O)(=O)C (2-chloro-5-[3-[(methylsulfonyl)oxy]propyl]-N-(tricyclo[3.3.1.13,7]dec-1-ylmethyl)-benzamide). The solvent is C(CCC)O (n-butanol), C(C)(=O)OCC (ethyl acetate). Reaction conditions: temperature 100 celsius. Product: C(C)(=O)O.ClC1=C(C(=O)NCC23CC4CC(CC(C2)C4)C3)C=C(C=C1)CCCNCCO (2-Chloro-5-[3-[(2-hydroxyethyl)amino]propyl]-N-(tricyclo[3.3.1.13.7]dec-1-ylmethyl)-benzamide, acetate salt), acetate salt. RXN SMILES: [CH2:1]([CH2:3][NH2:4])[OH:2].[Cl:5][C:6]1[CH:25]=[CH:24][C:23]([CH2:26][CH2:27][CH2:28]OS(C)(=O)=O)=[CH:22][C:7]=1[C:8]([NH:10][CH2:11][C:12]12[CH2:21][CH:16]3[CH2:17][CH:18]([CH2:20][CH:14]([CH2:15]3)[CH2:13]1)[CH2:19]2)=[O:9]>C(O)CCC.C(OCC)(=O)C>[C:1]([OH:9])(=[O:2])[CH3:3].[Cl:5][C:6]1[CH:25]=[CH:24][C:23]([CH2:26][CH2:27][CH2:28][NH:4][CH2:3][CH2:1][OH:2])=[CH:22][C:7]=1[C:8]([NH:10][CH2:11][C:12]12[CH2:21][CH:16]3[CH2:17][CH:18]([CH2:20][CH:14]([CH2:15]3)[CH2:13]1)[CH2:19]2)=[O:9] |f:4.5|. Procedure: Ethanolamine (0.07 ml) was added to a suspension of 2-chloro-5-[3-[(methylsulfonyl)oxy]propyl]-N-(tricyclo[3.3.1.13,7]dec-1-ylmethyl)-benzamide (Example 6e, 0.170 g) in n-butanol (5 ml) and heated at 100° C. in a sealed tube for 12 h. On cooling to ambient temperature the solution was diluted with ethyl acetate and extracted twice with saturated aqueous sodium hydrogencarbonate solution and once with brine, dried over magnesium sulfate and concentrated under reduced pressure. Purification by pre... Solvent: CN(C)C=O (DMF). Product: [Si](C)(C)(C(C)(C)C)OC1=C(C=C(C=C1)C(C)=O)CC (1-(4-[[tert-Butyl(dimethyl)silyl]oxy]-3-ethylphenyl)-1-ethanone). The reactants are C(C)C=1C=C(C=CC1O)C(C)=O (1-(3-ethyl-4-hydroxyphenyl)-1-ethanone), [Si](C)(C)(C(C)(C)C)Cl (tert-butyldimethylsilyl chloride), N1C=NC=C1 (imidazole), O (water). As a reaction SMILES: [CH2:1]([C:3]1[CH:4]=[C:5]([C:10](=[O:12])[CH3:11])[CH:6]=[CH:7][C:8]=1[OH:9])[CH3:2].[Si:13](Cl)([C:16]([CH3:19])([CH3:18])[CH3:17])([CH3:15])[CH3:14].N1C=CN=C1.O>CN(C=O)C>[Si:13]([O:9][C:8]1[CH:7]=[CH:6][C:5]([C:10](=[O:12])[CH3:11])=[CH:4][C:3]=1[CH2:1][CH3:2])([C:16]([CH3:19])([CH3:18])[CH3:17])([CH3:15])[CH3:14]. The yield is 78.5%. Reaction conditions: time 3 hour. Reported procedure: To a stirred solution of 1-(3-ethyl-4-hydroxyphenyl)-1-ethanone (9.24 g, 56.27 mmol) in DMF (60 ml) was added tert-butyldimethylsilyl chloride (9.33 g, 61.9 mmol), imidazole (4.6 g, 67.52 mmol), and the mixture was stirred at room temperature for 3 hours. The reaction mixture was poured into water. The whole was extracted with ethyl acetate. The organic layer was washed with brine, dried over MgSO4, and concentrated in vacuo. The residue was fractionally distilled under reduced pressure (180° C.... The reactants are [Br-], O=[N+]([O-])c1ccccc1C[P+](c1ccccc1)(c1ccccc1)c1ccccc1, [Na+], C=C(C)C=O, [OH-], c1ccccc1. Product: C=C(C)C=Cc1ccccc1[N+](=O)[O-]. As a reaction SMILES: [Br-:6].[N+:7](=[O:8])([O-:9])[c:10]1[c:11]([CH2:12][P+:13]([c:14]2[cH:15][cH:16][cH:17][cH:18][cH:19]2)([c:20]2[cH:21][cH:22][cH:23][cH:24][cH:25]2)[c:26]2[cH:27][cH:28][cH:29][cH:30][cH:31]2)[cH:32][cH:33][cH:34][cH:35]1.[Na+:37].[O:1]=[CH:2][C:3]([CH3:4])=[CH2:5].[OH-:36].[cH:38]1[cH:39][cH:40][cH:41][cH:42][cH:43]1>>[CH:2]([C:3]([CH3:4])=[CH2:5])=[CH:12][c:11]1[c:10]([N+:7](=[O:8])[O-:9])[cH:35][cH:34][cH:33][cH:32]1. Starting materials: COC1=C(C=CC=C1)C1(CC1)C1=C(C=CC=C1)OC (1,1-Bis(2-methoxyphenyl)cyclopropane), BrB(C)C (bromodimethylborane). The solvent is ClCCl (dichloromethane). The product is OC1=C(C=CC=C1)C1(CC1)C1=C(C=CC=C1)O (1,1-Bis(2-hydroxyphenyl)cyclopropane). As a reaction SMILES: C[O:2][C:3]1[CH:8]=[CH:7][CH:6]=[CH:5][C:4]=1[C:9]1([C:12]2[CH:17]=[CH:16][CH:15]=[CH:14][C:13]=2[O:18]C)[CH2:11][CH2:10]1.BrB(C)C>ClCCl>[OH:2][C:3]1[CH:8]=[CH:7][CH:6]=[CH:5][C:4]=1[C:9]1([C:12]2[CH:17]=[CH:16][CH:15]=[CH:14][C:13]=2[OH:18])[CH2:11][CH2:10]1. Procedure details: 1,1-Bis(2-methoxyphenyl)cyclopropane (10.0 g, 0.039 mole) was combined with 60 ml of dichloromethane and the mixture was cooled in an ice bath and then treated with 10.0 ml of bromodimethylborane with cooling and stirring. The starting material was consumed in less than 1 hour as determined by gas-liquid chromatography. The mixture was then diluted with 500 ml of ether and the resulting solution was extracted twice with water and then with water saturated with ammonium chloride, dried over magne... Reactants: CC1(C(=O)O)CCCN1C(=O)OCc1ccccc1, CN(C)C=O, O=C(Cl)C(=O)Cl, ClCCl. As a reaction SMILES: [CH2:1]([c:2]1[cH:3][cH:4][cH:5][cH:6][cH:7]1)[O:8][C:9](=[O:10])[N:11]1[C:12]([C:16](=[O:17])[OH:18])([CH3:19])[CH2:13][CH2:14][CH2:15]1.[CH3:26][N:27]([CH3:28])[CH:29]=[O:30].[Cl:20][C:21]([C:22]([Cl:23])=[O:24])=[O:25].[Cl:31][CH2:32][Cl:33]>>[CH2:1]([c:2]1[cH:3][cH:4][cH:5][cH:6][cH:7]1)[O:8][C:9](=[O:10])[N:11]1[C:12]([C:16](=[O:17])[Cl:20])([CH3:19])[CH2:13][CH2:14][CH2:15]1. Yields the product CC1(C(=O)Cl)CCCN1C(=O)OCc1ccccc1.